Dataset: the Open Reaction Database (ORD), a public repository of structured organic reaction records. Task: describe an organic reaction: reactants, conditions, products, and yield The reactants are CO (methanol), FC(C(=O)O)(F)F (Trifluoroacetic acid), C(C)(C)(C)OC(=O)N[C@@H]1CC[C@H](CC1)CC(=O)O ((trans-4-tert-butoxycarbonylamino-cyclohexyl)-acetic acid), C1(C=2C(C(=O)O1)=CC=CC2)=O (phthalic anhydride). The solvent is ClCCl (dichloromethane), ClCCl (dichloromethane). Run at time 3 hour. Yields the product O=C1N(C(C2=CC=CC=C12)=O)[C@@H]1CC[C@H](CC1)CC(=O)O ([trans-4-(1,3-dioxo-1,3-dihydro-isoindol-2-yl)-cyclohexyl]-acetic acid). Isolated yield 86.5%. As a reaction SMILES: FC(F)(F)C(O)=O.C(O[C:13]([NH:15][C@H:16]1[CH2:21][CH2:20][C@H:19]([CH2:22][C:23]([OH:25])=[O:24])[CH2:18][CH2:17]1)=[O:14])(C)(C)C.C1(=O)O[C:29](=[O:30])[C:28]2=[CH:32][CH:33]=[CH:34][CH:35]=[C:27]12.CO>ClCCl>[O:30]=[C:29]1[C:28]2[C:27](=[CH:35][CH:34]=[CH:33][CH:32]=2)[C:13](=[O:14])[N:15]1[C@H:16]1[CH2:17][CH2:18][C@H:19]([CH2:22][C:23]([OH:25])=[O:24])[CH2:20][CH2:21]1. Procedure details: Trifluoroacetic acid (44.6 mL, 583.0 mmol, 30.0 eq) is added at room temperature to a stirred solution of (trans-4-tert-butoxycarbonylamino-cyclohexyl)-acetic acid (5.0 g, 19.4 mmol, 1.0 eq) in dichloromethane (50 mL). After 3 hours stirring at room temperature, the reaction mixture is concentrated, the resulting residue is dissolved in pyridine (150 mL) and phthalic anhydride (5.0 g, 33.0 mmol, 1.7 eq) is added at room temperature. The reaction mixture is heated to reflux for 4 hours, pyridine ...